This data is from the Open Reaction Database (ORD), a public repository of structured organic reaction records. The task is: describe an organic reaction: reactants, conditions, products, and yield Reactants: C(C1=CC=CC=C1)OC(=O)N[C@H](C(=O)O)CC1CC1 ((S)-2-(benzyloxycarbonylamino)-3-cyclopropylpropanoic acid), Cl (HCl). Run in C1CCOC1 (THF). Reaction conditions: time 4 hour. Yields the product C1(CC1)C[C@@H](CO)NC(OCC1=CC=CC=C1)=O ((S)-benzyl 1-cyclopropyl-3-hydroxypropan-2-ylcarbamate). The yield is 56.4%. Reaction SMILES: [CH2:1]([O:8][C:9]([NH:11][C@@H:12]([CH2:16][CH:17]1[CH2:19][CH2:18]1)[C:13](O)=[O:14])=[O:10])[C:2]1[CH:7]=[CH:6][CH:5]=[CH:4][CH:3]=1.Cl>C1COCC1>[CH:17]1([CH2:16][C@H:12]([NH:11][C:9](=[O:10])[O:8][CH2:1][C:2]2[CH:7]=[CH:6][CH:5]=[CH:4][CH:3]=2)[CH2:13][OH:14])[CH2:18][CH2:19]1. Reported procedure: A solution of (S)-2-(benzyloxycarbonylamino)-3-cyclopropylpropanoic acid (0.292 g, 1.11 mmol) in THF (2 mL) was cooled to 0° C. and treated with borane-THF complex (1.44 mL, 1.44 mmol). The mixture was stirred at ambient temperature for 4 hours and then treated with 1N HCl until bubbling ceased. After stirring at ambient temperature overnight, the organic solvent was concentrated. The residue is treated with EtOAc, aqueous phase removed, organic phase washed with 1N NaOH, dried (phase separator ... Reactants: ice, [Cl-].[Al+3].[Cl-].[Cl-] (aluminum chloride), COC(=O)C1CCC2=CC=C(C=C12)OC (6-methoxy-indane-1-carboxylic acid methyl ester), C(C1=CC=CC=C1)(=O)Cl (benzoyl chloride). Solvent: C(Cl)Cl (methylene chloride). Reaction conditions: time 8 hour. The product is COC(=O)C1CCC2=CC(=C(C=C12)O)C(C1=CC=CC=C1)=O (5-benzoyl-6-hydroxy-indane-1-carboxylic acid methyl ester). Reaction SMILES: [Cl-].[Al+3].[Cl-].[Cl-].[CH3:5][O:6][C:7]([CH:9]1[C:17]2[C:12](=[CH:13][CH:14]=[C:15]([O:18]C)[CH:16]=2)[CH2:11][CH2:10]1)=[O:8].[C:20](Cl)(=[O:27])[C:21]1[CH:26]=[CH:25][CH:24]=[CH:23][CH:22]=1>C(Cl)Cl>[CH3:5][O:6][C:7]([CH:9]1[C:17]2[C:12](=[CH:13][C:14]([C:20](=[O:27])[C:21]3[CH:26]=[CH:25][CH:24]=[CH:23][CH:22]=3)=[C:15]([OH:18])[CH:16]=2)[CH2:11][CH2:10]1)=[O:8] |f:0.1.2.3|. Procedure details: 40 g of finely powdered aluminum chloride are added in portions to a stirred solution of 20.6 g of 6-methoxy-indane-1-carboxylic acid methyl ester and 15.5 g of benzoyl chloride in 200 ml of absolute methylene chloride at 20° C, in an anhydrous atmosphere, stirring is continued overnight at room temperature and the reaction solution is then poured onto 500 g of ice and extracted with 3 times 100 ml of methylene chloride. The organic phases are washed successively with 500 ml of saturated sodium ...